Dataset: the Open Reaction Database (ORD), a public repository of structured organic reaction records. Task: describe an organic reaction: reactants, conditions, products, and yield Starting materials: BrCC(=O)NC=1C=C2C(OCC2=CC1)=C1C(NC2=CC=C(C=C12)Cl)=O (2-bromo-N-[3-(5-chloro-2-oxo-1,2-dihydro-indol-3-ylidene)-1,3-dihydro-isobenzofuran-5-yl]-acetamide), O (water). Run in N1CCOCC1 (morpholine). Conditions: temperature 40 celsius, time 40 minute. The product is ClC=1C=C2C(C(NC2=CC1)=O)=C1OCC2=CC=C(C=C12)NC(CN1CCOCC1)=O (N-[3-(5-chloro-2-oxo-1,2-dihydro-indol-3-ylidene)-1,3-dihydro-isobenzofuran-5-yl]-2-morpholin-4-yl-acetamide). Yield: 94.0%. RXN SMILES: Br[CH2:2][C:3]([NH:5][C:6]1[CH:7]=[C:8]2[C:12](=[CH:13][CH:14]=1)[CH2:11][O:10][C:9]2=[C:15]1[C:23]2[C:18](=[CH:19][CH:20]=[C:21]([Cl:24])[CH:22]=2)[NH:17][C:16]1=[O:25])=[O:4].[OH2:26]>N1CCOCC1>[Cl:24][C:21]1[CH:22]=[C:23]2[C:18](=[CH:19][CH:20]=1)[NH:17][C:16](=[O:25])[C:15]2=[C:9]1[C:8]2[C:12](=[CH:13][CH:14]=[C:6]([NH:5][C:3](=[O:4])[CH2:2][N:5]3[CH2:6][CH2:14][O:26][CH2:2][CH2:3]3)[CH:7]=2)[CH2:11][O:10]1. Procedure: A mixture of 2-bromo-N-[3-(5-chloro-2-oxo-1,2-dihydro-indol-3-ylidene)-1,3-dihydro-isobenzofuran-5-yl]-acetamide (63 mg, 0.15 mmol) in morpholine (1 ml) was stirred at 40° C. under nitrogen for 40 minutes. The mixture was poured into water (75 ml). The solid was filtered, washed with water and dried under vacuum to give N-[3-(5-chloro-2-oxo-1,2-dihydro-indol-3-ylidene)-1,3-dihydro-isobenzofuran-5-yl]-2-morpholin-4-yl-acetamide as a yellow solid (60 mg, 94%).